The task is: describe an organic reaction: reactants, conditions, products, and yield. This data is from the Open Reaction Database (ORD), a public repository of structured organic reaction records. The reactants are OC(COC1=C(C=C(C=C1)N1C(C=C(C=C1)B(O)O)=O)OC)(C)C (1-(4-(2-hydroxy-2-methylpropoxy)-3-methoxyphenyl)-2-oxo-1,2-dihydropyridin-4-ylboronic acid), BrC1=CC=C(C=C1)OC(C(F)F)(F)F (1-bromo-4-(1,1,2,2-tetrafluoroethoxy)benzene), P(=O)([O-])([O-])[O-].[K+].[K+].[K+] (potassium phosphate). The reagents and catalysts are C=1C=CC(=CC1)[P](C=2C=CC=CC2)(C=3C=CC=CC3)[Pd]([P](C=4C=CC=CC4)(C=5C=CC=CC5)C=6C=CC=CC6)([P](C=7C=CC=CC7)(C=8C=CC=CC8)C=9C=CC=CC9)[P](C=1C=CC=CC1)(C=1C=CC=CC1)C=1C=CC=CC1 (PalladiumTetrakis). Solvent: CN(C)C=O (DMF). Conditions: temperature 80 celsius, time 8 hour. The product is OC(COC1=C(C=C(C=C1)N1C(C=C(C=C1)C1=CC=C(C=C1)OC(C(F)F)(F)F)=O)OC)(C)C (1-(4-(2-hydroxy-2-methylpropoxy)-3-methoxyphenyl)-4-(4-(1,1,2,2-tetrafluoroethoxy)phenyl)pyridin-2(1H)-one). Reaction SMILES: [OH:1][C:2]([CH3:24])([CH3:23])[CH2:3][O:4][C:5]1[CH:10]=[CH:9][C:8]([N:11]2[CH:16]=[CH:15][C:14](B(O)O)=[CH:13][C:12]2=[O:20])=[CH:7][C:6]=1[O:21][CH3:22].Br[C:26]1[CH:31]=[CH:30][C:29]([O:32][C:33]([F:38])([F:37])[CH:34]([F:36])[F:35])=[CH:28][CH:27]=1.P([O-])([O-])([O-])=O.[K+].[K+].[K+]>CN(C=O)C.C1C=CC([P]([Pd]([P](C2C=CC=CC=2)(C2C=CC=CC=2)C2C=CC=CC=2)([P](C2C=CC=CC=2)(C2C=CC=CC=2)C2C=CC=CC=2)[P](C2C=CC=CC=2)(C2C=CC=CC=2)C2C=CC=CC=2)(C2C=CC=CC=2)C2C=CC=CC=2)=CC=1>[OH:1][C:2]([CH3:24])([CH3:23])[CH2:3][O:4][C:5]1[CH:10]=[CH:9][C:8]([N:11]2[CH:16]=[CH:15][C:14]([C:26]3[CH:27]=[CH:28][C:29]([O:32][C:33]([F:37])([F:38])[CH:34]([F:36])[F:35])=[CH:30][CH:31]=3)=[CH:13][C:12]2=[O:20])=[CH:7][C:6]=1[O:21][CH3:22] |f:2.3.4.5,^1:55,57,76,95|. Procedure: A mixture of 1-(4-(2-hydroxy-2-methylpropoxy)-3-methoxyphenyl)-2-oxo-1,2-dihydropyridin-4-ylboronic acid Part A (20 mg, 0.06 mmol), 1-bromo-4-(1,1,2,2-tetrafluoroethoxy)benzene (24.6 mg, 0.09 mmol), potassium phosphate, tribasic (32 mg, 0.15 mmol), and PalladiumTetrakis (4 mg, 3.00 μmol) in DMF (0.6 mL) was stirred under nitrogen at 80° C. overnight. The mixture was filtered, concentrated, and was purified using HPLC (Phen Luna Axia C18 5μ 10:90:0.1 to 90:10:0.1 MeOH—H2O-TFA). The product was re... The reactants are C(C)OC(=O)C1=NC(=CC=C1Br)C1CC1 (3-Bromo-6-cyclopropyl-pyridine-2-carboxylic acid ethyl ester), NC=1C=NC=CC1 (3-Aminopyridine). Reagents/catalysts: [Pd] (Palladium). The product is C(C)OC(=O)C1=NC(=CC=C1NC=1C=NC=CC1)C1CC1 (6-Cyclopropyl-3-(pyridin-3-ylamino)-pyridine-2-carboxylic acid ethyl ester). Reaction SMILES: [CH2:1]([O:3][C:4]([C:6]1[C:11](Br)=[CH:10][CH:9]=[C:8]([CH:13]2[CH2:15][CH2:14]2)[N:7]=1)=[O:5])[CH3:2].[NH2:16][C:17]1[CH:18]=[N:19][CH:20]=[CH:21][CH:22]=1>[Pd]>[CH2:1]([O:3][C:4]([C:6]1[C:11]([NH:16][C:17]2[CH:18]=[N:19][CH:20]=[CH:21][CH:22]=2)=[CH:10][CH:9]=[C:8]([CH:13]2[CH2:15][CH2:14]2)[N:7]=1)=[O:5])[CH3:2]. Procedure: Palladium catalysed arylation of 3-Bromo-6-cyclopropyl-pyridine-2-carboxylic acid ethyl ester with 3-Aminopyridine according to the general procedure described in example 78 step 3 yielded the title compound as a light yellow solid, MS (ISP): m/e=284.4 (M+H+). Reactants: solution, C(C)(=O)[O-].C(C)(=O)[O-].C(C)(=O)[O-].C(C)(=O)[O-].C(C)(=O)[O-].NCCNCCN.[Na+].[Na+].[Na+].[Na+].[Na+] (pentasodium diethylene triamine pentaacetate), O (water), O (water), S(=O)(=O)([O-])[O-].[Al+3].S(=O)(=O)([O-])[O-].S(=O)(=O)([O-])[O-].[Al+3] (aluminium sulphate). The product is C(C=C)(=O)N (acrylamide), C(CCCCC(=O)O)(=O)O (adipic acid), polyDADMAC. The yield is 40.0%. Reaction SMILES: S([O-])([O-])(=O)=O.[Al+3].S([O-])([O-])(=O)=O.S([O-])([O-])(=O)=O.[Al+3].[C:18]([O-:21])(=[O:20])[CH3:19].[C:22]([O-:25])(=[O:24])[CH3:23].[C:26]([O-])(=O)[CH3:27].[C:30]([O-])(=O)[CH3:31].C([O-])(=O)C.[NH2:38][CH2:39]CNCCN.[Na+].[Na+].[Na+].[Na+].[Na+].[OH2:50]>>[C:39]([NH2:38])(=[O:50])[CH:26]=[CH2:27].[C:22]([OH:25])(=[O:24])[CH2:23][CH2:30][CH2:31][CH2:19][C:18]([OH:21])=[O:20] |f:0.1.2.3.4,5.6.7.8.9.10.11.12.13.14.15|. Procedure details: An aqueous monomer solution was prepared containing aluminium sulphate as follows: 107.1 gms of acrylamide, 4.3 gms of adipic acid, 0.6 gms of a 40% solution of pentasodium diethylene triamine pentaacetate in water, 81.4 gms of 40% aqueous polyDADMAC and sufficient water to give 375.1 gms. were mixed together to form a clear solution and adjusted to pH 4.6. Reactants: [Si](C)(C)(C(C)(C)C)OC1C(NC(C12CC2)=O)C ((6RS,7RS)-7-(tert-butyldimethylsilyloxy)-6-methyl-5-azaspiro[2.4]heptan-4-one), C1(=CC=CC=C1)P(C1=CC=CC=2C(C3=CC=CC(=C3OC12)P(C1=CC=CC=C1)C1=CC=CC=C1)(C)C)C1=CC=CC=C1 (4,5-bis(diphenylphosphino)-9,9-dimethylxanthene), BrC1=CC(=C(C#N)C=C1)Cl (4-bromo-2-chlorobenzonitrile), C([O-])([O-])=O.[Cs+].[Cs+] (cesium carbonate). Reagents/catalysts: C=1C=CC(=CC1)/C=C/C(=O)/C=C/C2=CC=CC=C2.C=1C=CC(=CC1)/C=C/C(=O)/C=C/C2=CC=CC=C2.C=1C=CC(=CC1)/C=C/C(=O)/C=C/C2=CC=CC=C2.[Pd].[Pd] (tris(dibenzylideneacetone)dipalladium(0)). Product: [Si](C)(C)(C(C)(C)C)O[C@H]1[C@H](N(C(C12CC2)=O)C2=CC(=C(C#N)C=C2)Cl)C (rac-4-((6R,7R)-7-(tert-butyldimethylsilyloxy)-6-methyl-4-oxo-5-azaspiro[2.4]hept-5-yl)-2-chlorobenzonitrile). RXN SMILES: [Si:1]([O:8][CH:9]1[C:13]2([CH2:15][CH2:14]2)[C:12](=[O:16])[NH:11][CH:10]1[CH3:17])([C:4]([CH3:7])([CH3:6])[CH3:5])([CH3:3])[CH3:2].Br[C:19]1[CH:26]=[CH:25][C:22]([C:23]#[N:24])=[C:21]([Cl:27])[CH:20]=1.C(=O)([O-])[O-].[Cs+].[Cs+].C1(P(C2C=CC=CC=2)C2C3OC4C(=CC=CC=4P(C4C=CC=CC=4)C4C=CC=CC=4)C(C)(C)C=3C=CC=2)C=CC=CC=1>C1C=CC(/C=C/C(/C=C/C2C=CC=CC=2)=O)=CC=1.C1C=CC(/C=C/C(/C=C/C2C=CC=CC=2)=O)=CC=1.C1C=CC(/C=C/C(/C=C/C2C=CC=CC=2)=O)=CC=1.[Pd].[Pd]>[Si:1]([O:8][C@@H:9]1[C:13]2([CH2:14][CH2:15]2)[C:12](=[O:16])[N:11]([C:19]2[CH:26]=[CH:25][C:22]([C:23]#[N:24])=[C:21]([Cl:27])[CH:20]=2)[C@@H:10]1[CH3:17])([C:4]([CH3:7])([CH3:6])[CH3:5])([CH3:3])[CH3:2] |f:2.3.4,6.7.8.9.10|. Procedure details: Using (6RS,7RS)-7-(tert-butyldimethylsilyloxy)-6-methyl-5-azaspiro[2.4]heptan-4-one (162 mg), 4-bromo-2-chlorobenzonitrile (157 mg), cesium carbonate (310 mg), tris(dibenzylideneacetone)dipalladium(0) (30 mg) and 4,5-bis(diphenylphosphino)-9,9-dimethylxanthene (75 mg), and in the same manner as in Reference Example 3, the title compound was 5 obtained as a colorless solid (yield: 140 mg, 56%). Starting materials: CO, Cc1nc(NNC(=O)C(CC2CCCC2)CN(C=O)OCc2ccccc2)c(F)c(N2CCN3CCOCC3C2)n1. The product is Cc1nc(NNC(=O)C(CC2CCCC2)CN(O)C=O)c(F)c(N2CCN3CCOCC3C2)n1. Reaction SMILES: [CH3:42][OH:43].[CH:1]1([CH2:6][CH:7]([CH2:8][N:9]([CH:10]=[O:11])[O:12][CH2:13][c:14]2[cH:15][cH:16][cH:17][cH:18][cH:19]2)[C:20](=[O:21])[NH:22][NH:23][c:24]2[n:25][c:26]([CH3:41])[n:27][c:28]([N:31]3[CH2:32][CH:33]4[CH2:34][O:35][CH2:36][CH2:37][N:38]4[CH2:39][CH2:40]3)[c:29]2[F:30])[CH2:2][CH2:3][CH2:4][CH2:5]1>>[CH:1]1([CH2:6][CH:7]([CH2:8][N:9]([CH:10]=[O:11])[OH:12])[C:20](=[O:21])[NH:22][NH:23][c:24]2[n:25][c:26]([CH3:41])[n:27][c:28]([N:31]3[CH2:32][CH:33]4[CH2:34][O:35][CH2:36][CH2:37][N:38]4[CH2:39][CH2:40]3)[c:29]2[F:30])[CH2:2][CH2:3][CH2:4][CH2:5]1. Reactants: Cc1ccccc1, [Cl-], COC(=O)c1cccc(Nc2nccc(-c3sc(N)nc3-c3ccccc3)n2)c1, [NH4+], C1CCOC1. Yields the product Nc1nc(-c2ccccc2)c(-c2ccnc(Nc3cccc(CO)c3)n2)s1. Reaction SMILES: [CH3:37][c:38]1[cH:39][cH:40][cH:41][cH:42][cH:43]1.[Cl-:30].[NH2:1][c:2]1[s:3][c:4](-[c:13]2[n:14][c:15]([NH:19][c:20]3[cH:21][c:22]([C:26](=[O:27])[O:28][CH3:29])[cH:23][cH:24][cH:25]3)[n:16][cH:17][cH:18]2)[c:5](-[c:7]2[cH:8][cH:9][cH:10][cH:11][cH:12]2)[n:6]1.[NH4+:31].[O:32]1[CH2:33][CH2:34][CH2:35][CH2:36]1>>[NH2:1][c:2]1[s:3][c:4](-[c:13]2[n:14][c:15]([NH:19][c:20]3[cH:21][c:22]([CH2:26][OH:27])[cH:23][cH:24][cH:25]3)[n:16][cH:17][cH:18]2)[c:5](-[c:7]2[cH:8][cH:9][cH:10][cH:11][cH:12]2)[n:6]1. Reactants: ON1C(CCC1=O)=O (N-hydroxysuccinimide), N([C@H](CCCNC(N(C(=O)OCC1=CC=CC=C1)C(=O)OCC1=CC=CC=C1)=N)C(=O)O)C(=O)OCC1=CC=CC=C1 (Cbz-D-Arg(Cbz)2-OH), NCC(=O)O (glycine). Product: N([C@H](CCCNC(N(C(=O)OCC1=CC=CC=C1)C(=O)OCC1=CC=CC=C1)=N)C(=O)NCC(=O)O)C(=O)OCC1=CC=CC=C1 (Cbz-D-Arg(Cbz)2-Gly-OH). Yield: 87.0%. As a reaction SMILES: ON1C(=O)CCC1=O.[NH:9]([C:41]([O:43][CH2:44][C:45]1[CH:50]=[CH:49][CH:48]=[CH:47][CH:46]=1)=[O:42])[C@@H:10]([C:38](O)=[O:39])[CH2:11][CH2:12][CH2:13][NH:14][C:15](=[NH:37])[N:16]([C:27]([O:29][CH2:30][C:31]1[CH:36]=[CH:35][CH:34]=[CH:33][CH:32]=1)=[O:28])[C:17]([O:19][CH2:20][C:21]1[CH:26]=[CH:25][CH:24]=[CH:23][CH:22]=1)=[O:18].[NH2:51][CH2:52][C:53]([OH:55])=[O:54]>>[NH:9]([C:41]([O:43][CH2:44][C:45]1[CH:46]=[CH:47][CH:48]=[CH:49][CH:50]=1)=[O:42])[C@@H:10]([C:38]([NH:51][CH2:52][C:53]([OH:55])=[O:54])=[O:39])[CH2:11][CH2:12][CH2:13][NH:14][C:15](=[NH:37])[N:16]([C:27]([O:29][CH2:30][C:31]1[CH:32]=[CH:33][CH:34]=[CH:35][CH:36]=1)=[O:28])[C:17]([O:19][CH2:20][C:21]1[CH:26]=[CH:25][CH:24]=[CH:23][CH:22]=1)=[O:18]. Procedure: Cbz-D-Arg(Cbz)2-Gly-OH is prepared according to Example 1 by coupling the N-hydroxysuccinimide active ester of Cbz-D-Arg(Cbz)2-OH to glycine in a yield of 87%.